Dataset: the Open Reaction Database (ORD), a public repository of structured organic reaction records. Task: describe an organic reaction: reactants, conditions, products, and yield Starting materials: [OH-].[Li+] (lithium hydroxide), ClCC=1C=CC(=C(C1)C1=C(C=CC(=C1)OC)F)C(C)(C)C (5-(Chloromethyl)-2-(1,1-dimethylethyl)-2′-fluoro-5′-(methyloxy)-1,1′-biphenyl), OC1=CC=C(C=C1)CC(C(=O)OCC)C (Ethyl 3-(4-hydroxyphenyl)-2-methylpropanoate), C([O-])([O-])=O.[Cs+].[Cs+] (cesium carbonate). Solvent: O (water), CN(C)C=O (DMF). Reaction conditions: time 8 hour. Yields the product FC1=C(C=C(C=C1)OC)C=1C=C(COC2=CC=C(C=C2)CC(C(=O)O)C)C=CC1C(C)(C)C (3-(4-(3-[2-Fluoro-5-methoxyphenyl]-4-tert-butylbenzyloxy)phenyl)-2-methylpropanoic acid). RXN SMILES: Cl[CH2:2][C:3]1[CH:4]=[CH:5][C:6]([C:18]([CH3:21])([CH3:20])[CH3:19])=[C:7]([C:9]2[CH:14]=[C:13]([O:15][CH3:16])[CH:12]=[CH:11][C:10]=2[F:17])[CH:8]=1.[OH:22][C:23]1[CH:28]=[CH:27][C:26]([CH2:29][CH:30]([CH3:36])[C:31]([O:33]CC)=[O:32])=[CH:25][CH:24]=1.C(=O)([O-])[O-].[Cs+].[Cs+].[OH-].[Li+]>CN(C=O)C.O>[F:17][C:10]1[CH:11]=[CH:12][C:13]([O:15][CH3:16])=[CH:14][C:9]=1[C:7]1[CH:8]=[C:3]([CH:4]=[CH:5][C:6]=1[C:18]([CH3:21])([CH3:20])[CH3:19])[CH2:2][O:22][C:23]1[CH:24]=[CH:25][C:26]([CH2:29][CH:30]([CH3:36])[C:31]([OH:33])=[O:32])=[CH:27][CH:28]=1 |f:2.3.4,5.6|. Procedure details: The reaction mixture of compound A (30.0 mg, 97.8 μmol), compound 12.3 (22.4 mg, 108 μmol) and cesium carbonate (38.2 mg, 117 μmol) in DMF (1.0 mL) was stirred at room temperature overnight. The resulting reaction mixture was treated with lithium hydroxide (23.4 mg, 978 μmol) in water (0.5 mL), and stirred at room temperature for 5 hours. The reaction mixture was purified by reverse phase preparative HPLC to give the title compound. MS ESI (neg.) m/e: 449 (M−H). 1H NMR (CD3CN) δ 7.61(d, 1H), 7.4... Reactants: CN1CC(=O)c2ccccc2C1, Fc1ccccc1CCl, I, [Mg]. As a reaction SMILES: [CH3:12][N:13]1[CH2:14][c:15]2[cH:16][cH:17][cH:18][cH:19][c:20]2[C:21](=[O:23])[CH2:22]1.[F:3][c:4]1[c:5]([CH2:6][Cl:7])[cH:8][cH:9][cH:10][cH:11]1.[I:2].[Mg:1]>>[ClH:7].[F:3][c:4]1[c:5]([CH2:6][C:21]2([OH:23])[c:20]3[c:15]([cH:16][cH:17][cH:18][cH:19]3)[CH2:14][N:13]([CH3:12])[CH2:22]2)[cH:8][cH:9][cH:10][cH:11]1. The product is Cl, CN1Cc2ccccc2C(O)(Cc2ccccc2F)C1. Reactants: NC1(C2=CC(=CC=C2OC=2C(=NC(=CC21)Cl)F)Br)CO ((5-amino-7-bromo-3-chloro-1-fluoro-5H-chromeno[2,3-c]pyridin-5-yl)methanol), BrCC#N (bromoacetonitrile), CC(C)([O-])C.[Li+] (lithium tert-butoxide), CC(C)([O-])C.[Li+] (lithium tert-butoxide), BrCC#N (bromoacetonitrile). Solvent: C1CCOC1 (THF), C1CCOC1 (THF), C1CCOC1 (THF), C1CCOC1 (THF). Reaction conditions: time 16 hour. The product is NC1(C2=CC(=CC=C2OC=2C(=NC(=CC21)Cl)F)Br)COCC#N (2-((5-amino-7-bromo-3-chloro-1-fluoro-5H-chromeno[2,3-c]pyridin-5-yl)methoxy)acetonitrile). Yield: 78.0%. As a reaction SMILES: [NH2:1][C:2]1([CH2:19][OH:20])[C:15]2[CH:14]=[C:13]([Cl:16])[N:12]=[C:11]([F:17])[C:10]=2[O:9][C:8]2[C:3]1=[CH:4][C:5]([Br:18])=[CH:6][CH:7]=2.CC(C)([O-])C.[Li+].Br[CH2:28][C:29]#[N:30]>C1COCC1>[NH2:1][C:2]1([CH2:19][O:20][CH2:28][C:29]#[N:30])[C:15]2[CH:14]=[C:13]([Cl:16])[N:12]=[C:11]([F:17])[C:10]=2[O:9][C:8]2[C:3]1=[CH:4][C:5]([Br:18])=[CH:6][CH:7]=2 |f:1.2|. Reported procedure: A 3-neck RBF was charged with (5-amino-7-bromo-3-chloro-1-fluoro-5H-chromeno[2,3-c]pyridin-5-yl)methanol (20.7 g, 57.6 mmol) and THF (10 mL). The flask was equipped with two addition funnels which were charged with lithium tert-butoxide solution (1.0M in THF; 98 mL, 98 mmol) and a solution of bromoacetonitrile (6.82 mL, 98 mmol) in THF (10 mL), respectively. The two solutions were added simultaneously to the stirring solution at ambient temperature over a time period of 3 hours. Upon complete ad...